From a dataset of the Open Reaction Database (ORD), a public repository of structured organic reaction records. describe an organic reaction: reactants, conditions, products, and yield Reactants: C(F)(F)(F)C(Br)(Br)Br (CF3CBr3), ClC1=C(C=O)C=CC=C1 (2-chlorobenzaldehyde), O (water). Reagents/catalysts: [Zn] (zinc). The solvent is powder ( g.16.0 ), CN(C)C=O (DMF). Conditions: time 6 hour. Product: BrC(C(O)C1=C(C=CC=C1)Cl)(C(F)(F)F)Br (2,2-dibromo-3,3,3-trifluoro-1-(2-chlorophenyl) propanol). Reaction SMILES: [C:1]([C:5]([Br:8])(Br)[Br:6])([F:4])([F:3])[F:2].[Cl:9][C:10]1[CH:17]=[CH:16][CH:15]=[CH:14][C:11]=1[CH:12]=[O:13].O>CN(C=O)C.[Zn]>[Br:6][C:5]([Br:8])([C:1]([F:4])([F:3])[F:2])[CH:12]([C:11]1[CH:14]=[CH:15][CH:16]=[CH:17][C:10]=1[Cl:9])[OH:13]. Reported procedure: 83.5 g of CF3CBr3 in anhydrous DMF and 28 g of 2-chlorobenzaldehyde were reacted under a nitrogen atmosphere. The mixture was brought to 5° C. and zinc in powder (g.16.0) was added to it slowly. Then the mixture was let reach the room temperature and kept under stirring for 6 hours. The mixture was poured into water and extracted three times with ethyl ether. Starting materials: CCCCCC#N, CI, CCCCC(C)(C)CN, Cc1ccccc1, [NH2-], [Na], O. The product is CCCCC(C)(C)C#N. Reaction SMILES: [C:10](#[N:11])[CH2:12][CH2:13][CH2:14][CH2:15][CH3:16].[CH3:17][I:18].[CH3:1][C:2]([CH2:3][NH2:4])([CH2:5][CH2:6][CH2:7][CH3:8])[CH3:9].[CH3:22][c:23]1[cH:24][cH:25][cH:26][cH:27][cH:28]1.[NH2-:20].[Na:19].[OH2:21]>>[CH3:1][C:2]([C:3]#[N:4])([CH2:5][CH2:6][CH2:7][CH3:8])[CH3:9]. Reactants: [N+](=O)([O-])C1=CC(=C(OC2CCN(CC2)C)C=C1)OC (4-[4-nitro-2-methoxyphenoxy]-1-methylpiperidine), [H][H] (hydrogen). Reagents/catalysts: [Pd] (palladium on cabon). Solvent: C(C)O (ethanol). Reaction conditions: time 8 hour. Product: COC=1C=C(N)C=CC1OC1CCN(CC1)C (3-methoxy-4-[(1-methyl-4-piperidinyl)oxy]aniline). Isolated yield 91.0%. RXN SMILES: [N+:1]([C:4]1[CH:17]=[CH:16][C:7]([O:8][CH:9]2[CH2:14][CH2:13][N:12]([CH3:15])[CH2:11][CH2:10]2)=[C:6]([O:18][CH3:19])[CH:5]=1)([O-])=O.[H][H]>C(O)C.[Pd]>[CH3:19][O:18][C:6]1[CH:5]=[C:4]([CH:17]=[CH:16][C:7]=1[O:8][CH:9]1[CH2:14][CH2:13][N:12]([CH3:15])[CH2:11][CH2:10]1)[NH2:1]. Procedure details: To a solution of 4-[4-nitro-2-methoxyphenoxy]-1-methylpiperidine (2.17 g, 8.15 mmol, in ethanol (150 mL) was added 10% palladium on cabon (400 mg). The mixture was subjected to 1 atm hydrogen with stirring overnight. Removal of the catalyst by filtration and evaporation of the solvent yielded the product (1.75 g, 91%). 1H NMR (CDCl3) δ 1.81-2,04 (4H, m), 2.34 (5H, m), 2.81 (2H, m), 3.56 (2H, br s), 3.80 (3H, s), 4.04 (1H, s), 6.20 (1H, dd, J=2.7 Hz, J′=8.4 Hz), 6.29 (1H,d, J=2.5 Hz), 6.77 (1 H, ... The reactants are NC=1C=CC(=C(C1)[C@]1(N=C(O[C@@H](C1)C(F)(F)F)N)C)F ((4S,6S)-4-(5-amino-2-fluorophenyl)-4-methyl-6-(trifluoromethyl)-5,6-dihydro-4H-1,3-oxazin-2-amine), FC(OC=1C=CC(=NC1)C(=O)O)F (5-(difluoromethoxy)picolinic acid). Yields the product NC=1O[C@@H](C[C@@](N1)(C)C=1C=C(C=CC1F)NC(C1=NC=C(C=C1)OC(F)F)=O)C(F)(F)F (N-(3-((4S,6S)-2-Amino-4-methyl-6-(trifluoromethyl)-5,6-dihydro-4H-1,3-oxazin-4-yl)-4-fluorophenyl)-5-(difluoromethoxy)picolinamide). Reaction SMILES: [NH2:1][C:2]1[CH:3]=[CH:4][C:5]([F:20])=[C:6]([C@:8]2([CH3:19])[CH2:13][C@@H:12]([C:14]([F:17])([F:16])[F:15])[O:11][C:10]([NH2:18])=[N:9]2)[CH:7]=1.[F:21][CH:22]([F:33])[O:23][C:24]1[CH:25]=[CH:26][C:27]([C:30](O)=[O:31])=[N:28][CH:29]=1>>[NH2:18][C:10]1[O:11][C@H:12]([C:14]([F:16])([F:17])[F:15])[CH2:13][C@:8]([C:6]2[CH:7]=[C:2]([NH:1][C:30](=[O:31])[C:27]3[CH:26]=[CH:25][C:24]([O:23][CH:22]([F:33])[F:21])=[CH:29][N:28]=3)[CH:3]=[CH:4][C:5]=2[F:20])([CH3:19])[N:9]=1. Procedure details: The coupling of (4S,6S)-4-(5-amino-2-fluorophenyl)-4-methyl-6-(trifluoromethyl)-5,6-dihydro-4H-1,3-oxazin-2-amine (XI-1) and 5-(difluoromethoxy)picolinic acid [J. D. Scott et al. WO2011044181 (2011)] following General Procedure G yielded the title compound as a colorless amorphous solid. MS: m/z=463.4 [M+H]+. Reactants: FC1=C(C=CC=C1)C(CSC#N)=O (2-(2-fluorophenyl)-2-oxoethyl thiocyanate), Br.C(C)(=O)O (hydrogen bromide acetic acid), O (Water). Solvent: C(C)(=O)O (acetic acid). Run at temperature 130 celsius, time 2 hour. The product is BrC=1SC=C(N1)C1=C(C=CC=C1)F (2-Bromo-4-(2-fluorophenyl)-1,3-thiazole). Yield: 61.4%. As a reaction SMILES: [F:1][C:2]1[CH:7]=[CH:6][CH:5]=[CH:4][C:3]=1[C:8](=O)[CH2:9][S:10][C:11]#[N:12].[BrH:14].C(O)(=O)C.O>C(O)(=O)C>[Br:14][C:11]1[S:10][CH:9]=[C:8]([C:3]2[CH:4]=[CH:5][CH:6]=[CH:7][C:2]=2[F:1])[N:12]=1 |f:1.2|. Reported procedure: To a solution of 2-(2-fluorophenyl)-2-oxoethyl thiocyanate (4.20 g, 21.5 mmol) in acetic acid (40 ml) was added a solution of 25% hydrogen bromide/acetic acid (40 ml), and the mixture was stirred at 130° C. for 2 hours. Water was poured into the reaction solution, and the mixture was extracted with chloroform. The extract was washed with water and dried over anhydrous magnesium sulfate, and the solvent was distilled off under reduced pressure. The residue was purified by silica gel column chroma... The reactants are COC=1C=C2CCN3C(C2=CC1OC)=CC(=NC3=O)Cl (9,10-dimethoxy-6,7-dihydro-2-chloro-4H-pyrimido(6,1-a)isoquinolin-4-one), C(C)(CC)N (sec-butylamine). Run in CN(C=O)C (dimethylformamide). Yields the product Cl.COC=1C=C2CCN3C(C2=CC1OC)=CC(=NC3=O)NC(C)CC (9,10-Dimethoxy-2-sec-butylamino-6,7-dihydro-4H-pyrimido(6,1-a)isoquinolin-4-one hydrochloride). As a reaction SMILES: [CH3:1][O:2][C:3]1[CH:4]=[C:5]2[C:10](=[CH:11][C:12]=1[O:13][CH3:14])[C:9]1=[CH:15][C:16]([Cl:20])=[N:17][C:18](=[O:19])[N:8]1[CH2:7][CH2:6]2.[CH:21]([NH2:25])([CH2:23][CH3:24])[CH3:22]>CN(C)C=O>[ClH:20].[CH3:1][O:2][C:3]1[CH:4]=[C:5]2[C:10](=[CH:11][C:12]=1[O:13][CH3:14])[C:9]1=[CH:15][C:16]([NH:25][CH:21]([CH2:23][CH3:24])[CH3:22])=[N:17][C:18](=[O:19])[N:8]1[CH2:7][CH2:6]2 |f:3.4|. Procedure: A solution of 9,10-dimethoxy-6,7-dihydro-2-chloro-4H-pyrimido(6,1-a)isoquinolin-4-one (2.5 g), sec-butylamine (10 ml) and dimethylformamide (2 ml) is heated under reflux for 5 hours. The solvent and excess amine are distilled under reduced pressure. The residue is treated with water. A white solid precipitates and is collected by filtration. The precipitate is crystallized from methylene chloride-ether mixture, yield 2.10 g. The crystals are dissolved in dichloromethane and treated with a soluti... The reactants are [H-].[Na+] (sodium hydride), CC1=C(C(=NO1)C1=CC=CC=C1)CO ((5-methyl-3-phenyl-isoxazol-4-yl)-methanol), ClC=1N=NC(=CC1)N1N=C(C=C1C)C (3-chloro-6-(3,5-dimethylpyrazol-1-yl)-pyridazine). Solvent: CN(C)C=O (DMF). Conditions: time 1 hour. The product is CC1=NN(C(=C1)C)C=1N=NC(=CC1)OCC=1C(=NOC1C)C1=CC=CC=C1 (3-(3,5-Dimethyl-pyrazol-1-yl)-6-(5-methyl-3-phenyl-isoxazol-4-ylmethoxy)-pyridazine). The yield is 3.5%. RXN SMILES: [CH3:1][C:2]1[O:6][N:5]=[C:4]([C:7]2[CH:12]=[CH:11][CH:10]=[CH:9][CH:8]=2)[C:3]=1[CH2:13][OH:14].[H-].[Na+].Cl[C:18]1[N:19]=[N:20][C:21]([N:24]2[C:28]([CH3:29])=[CH:27][C:26]([CH3:30])=[N:25]2)=[CH:22][CH:23]=1>CN(C=O)C>[CH3:30][C:26]1[CH:27]=[C:28]([CH3:29])[N:24]([C:21]2[N:20]=[N:19][C:18]([O:14][CH2:13][C:3]3[C:4]([C:7]4[CH:12]=[CH:11][CH:10]=[CH:9][CH:8]=4)=[N:5][O:6][C:2]=3[CH3:1])=[CH:23][CH:22]=2)[N:25]=1 |f:1.2|. Procedure: To a solution of (5-methyl-3-phenyl-isoxazol-4-yl)-methanol (76 mg, 0.40 mmol) in DMF (0.8 mL) cooled to 0° C. was added sodium hydride (55% dispersion in mineral oil, 19.2 g, 0.44 mmol). The mixture was stirred at room temperature for 1 h. After addition of 3-chloro-6-(3,5-dimethylpyrazol-1-yl)-pyridazine (91.8 mg, 0.44 mmol) the mixture was stirred at room temperature overnight. Then the mixture was evaporated, extracted (ethyl acetate/water) and the organic phase was dried with sodium sulfate...